Dataset: the Open Reaction Database (ORD), a public repository of structured organic reaction records. Task: describe an organic reaction: reactants, conditions, products, and yield Reactants: CO, [H][H], CC(NC(=O)OC(C)(C)C)c1ccc([N+](=O)[O-])cc1. Yields the product CC(NC(=O)OC(C)(C)C)c1ccc(N)cc1. As a reaction SMILES: [CH3:22][OH:23].[H:20][H:21].[N+:1]([O-:2])(=[O:3])[c:4]1[cH:5][cH:6][c:7]([CH:10]([CH3:11])[NH:12][C:13]([O:14][C:15]([CH3:16])([CH3:17])[CH3:18])=[O:19])[cH:8][cH:9]1>>[NH2:1][c:4]1[cH:5][cH:6][c:7]([CH:10]([CH3:11])[NH:12][C:13]([O:14][C:15]([CH3:16])([CH3:17])[CH3:18])=[O:19])[cH:8][cH:9]1. The reactants are CCCC[N+](CCCC)(CCCC)CCCC, O=C(NCCC1CC1)c1ccc(N2CCNCC2)nn1, Clc1nc2ccccc2o1, [I-], C1CCC2=NCCCN2CC1, C1COCCO1. The product is O=C(NCCC1CC1)c1ccc(N2CCN(c3nc4ccccc4o3)CC2)nn1. Reaction SMILES: [CH2:49]([N+:50]([CH2:51][CH2:52][CH2:53][CH3:54])([CH2:55][CH2:56][CH2:57][CH3:58])[CH2:59][CH2:60][CH2:61][CH3:62])[CH2:63][CH2:64][CH3:65].[CH:1]1([CH2:4][CH2:5][NH:6][C:7](=[O:8])[c:9]2[n:10][n:11][c:12]([N:15]3[CH2:16][CH2:17][NH:18][CH2:19][CH2:20]3)[cH:13][cH:14]2)[CH2:2][CH2:3]1.[Cl:21][c:22]1[o:23][c:24]2[c:25]([n:26]1)[cH:27][cH:28][cH:29][cH:30]2.[I-:48].[N:31]12[CH2:32][CH2:33][CH2:34][N:35]=[C:36]1[CH2:37][CH2:38][CH2:39][CH2:40][CH2:41]2.[O:42]1[CH2:43][CH2:44][O:45][CH2:46][CH2:47]1>>[CH:1]1([CH2:4][CH2:5][NH:6][C:7](=[O:8])[c:9]2[n:10][n:11][c:12]([N:15]3[CH2:16][CH2:17][N:18]([c:22]4[o:23][c:24]5[c:25]([n:26]4)[cH:27][cH:28][cH:29][cH:30]5)[CH2:19][CH2:20]3)[cH:13][cH:14]2)[CH2:2][CH2:3]1. Starting materials: CCN=C=NCCCN(C)C, CCOC(C)=O, O=C(O)c1ccc(NC(=O)c2ccccc2Cl)cc1, Cl, CC(O)C(N)c1ccccc1, CN(C)C=O, O, On1nnc2ccccc21. The product is CC(O)C(NC(=O)c1ccc(NC(=O)c2ccccc2Cl)cc1)c1ccccc1. Reaction SMILES: [CH3:42][N:43]([CH3:44])[CH2:45][CH2:46][CH2:47][N:48]=[C:49]=[N:50][CH2:51][CH3:52].[CH3:58][CH2:59][O:60][C:61](=[O:62])[CH3:63].[Cl:22][c:23]1[c:24]([C:25](=[O:26])[NH:27][c:28]2[cH:29][cH:30][c:31]([C:32](=[O:33])[OH:34])[cH:35][cH:36]2)[cH:37][cH:38][cH:39][cH:40]1.[ClH:41].[NH2:11][CH:12]([CH:13]([CH3:14])[OH:15])[c:16]1[cH:17][cH:18][cH:19][cH:20][cH:21]1.[O:53]=[CH:54][N:55]([CH3:56])[CH3:57].[OH2:64].[OH:1][n:2]1[c:3]2[cH:4][cH:5][cH:6][cH:7][c:8]2[n:9][n:10]1>>[NH:11]([CH:12]([CH:13]([CH3:14])[OH:15])[c:16]1[cH:17][cH:18][cH:19][cH:20][cH:21]1)[C:32]([c:31]1[cH:30][cH:29][c:28]([NH:27][C:25]([c:24]2[c:23]([Cl:22])[cH:40][cH:39][cH:38][cH:37]2)=[O:26])[cH:36][cH:35]1)=[O:33]. RXN SMILES: [BH4-:38].[C:1](#[N:2])[c:3]1[c:4]([O:5][c:6]2[cH:7][c:8]3[cH:9][n:10][n:11]([CH2:15][C:16](=[O:17])[N:18]([CH3:19])[CH3:20])[c:12]3[cH:13][cH:14]2)[cH:21][cH:22][c:23]([F:25])[cH:24]1.[CH3:40][CH2:41][OH:42].[Na+:39].[n:26]1[cH:27][cH:28][cH:29][cH:30][c:31]1-[c:32]1[cH:33][cH:34][cH:35][cH:36][n:37]1>>[CH2:1]([NH2:2])[c:3]1[c:4]([O:5][c:6]2[cH:7][c:8]3[cH:9][n:10][n:11]([CH2:15][C:16](=[O:17])[N:18]([CH3:19])[CH3:20])[c:12]3[cH:13][cH:14]2)[cH:21][cH:22][c:23]([F:25])[cH:24]1. Yields the product CN(C)C(=O)Cn1ncc2cc(Oc3ccc(F)cc3CN)ccc21. Reactants: [BH4-], CN(C)C(=O)Cn1ncc2cc(Oc3ccc(F)cc3C#N)ccc21, CCO, [Na+], c1ccc(-c2ccccn2)nc1. The reactants are C(C)(=O)Cl (acetyl chloride), CC=1NC(=C(C(C1C(=O)OCCN(CC1=CC=CC=C1)C)C1=CC(=CC=C1)[N+](=O)[O-])C(=O)OCC)CO (2-(N-methyl-N-benzylamino)ethyl 2-methyl-4-(3-nitrophenyl)-5-ethoxycarbonyl-6-hydroxymethyl-1,4-dihydropyridine-3-carboxylate), C1=CC=CC=C1 (benzene), C(C)(=O)OCC (ethyl acetate), resultant mixture. Run in C(Cl)Cl (methylene chloride), N1=CC=CC=C1 (pyridine). The product is CC=1NC(=C(C(C1C(=O)OCCN(CC1=CC=CC=C1)C)C1=CC(=CC=C1)[N+](=O)[O-])C(=O)OCC)COC(C)=O (2-(N-methyl-N-benzylamino)ethyl 2-methyl-4-(3-nitrophenyl)-5-ethoxycarbonyl-6-acetoxymethyl-1,4-dihydropyridine-3-carboxylate). Yield: 90.9%. RXN SMILES: [CH3:1][C:2]1[NH:3][C:4]([CH2:36][OH:37])=[C:5]([C:31]([O:33][CH2:34][CH3:35])=[O:32])[CH:6]([C:22]2[CH:27]=[CH:26][CH:25]=[C:24]([N+:28]([O-:30])=[O:29])[CH:23]=2)[C:7]=1[C:8]([O:10][CH2:11][CH2:12][N:13]([CH3:21])[CH2:14][C:15]1[CH:20]=[CH:19][CH:18]=[CH:17][CH:16]=1)=[O:9].[C:38](Cl)(=[O:40])[CH3:39].C1C=CC=CC=1.C(OCC)(=O)C>N1C=CC=CC=1.C(Cl)Cl>[CH3:1][C:2]1[NH:3][C:4]([CH2:36][O:37][C:38](=[O:40])[CH3:39])=[C:5]([C:31]([O:33][CH2:34][CH3:35])=[O:32])[CH:6]([C:22]2[CH:27]=[CH:26][CH:25]=[C:24]([N+:28]([O-:30])=[O:29])[CH:23]=2)[C:7]=1[C:8]([O:10][CH2:11][CH2:12][N:13]([CH3:21])[CH2:14][C:15]1[CH:20]=[CH:19][CH:18]=[CH:17][CH:16]=1)=[O:9]. Procedure: To a mixture of 2-(N-methyl-N-benzylamino)ethyl 2-methyl-4-(3-nitrophenyl)-5-ethoxycarbonyl-6-hydroxymethyl-1,4-dihydropyridine-3-carboxylate (630 mg) in pyridine (10 ml) was added a solution of acetyl chloride (146 mg) in methylene chloride (3 ml) under stirring and ice-cooling. The resultant mixture was further stirred at 50° to 60° C. for 2 hours. After removing the pyridine, water and ethyl acetate were added to the residue and the aqueous layer was adjusted to pH 4. The organic layer was se... Reactants: COC1=C(C=CC=C1)[Mg]Br (2-methoxyphenylmagnesium bromide), IC=1C=C2C(C(NC2=CC1)=O)=O (5-iodoisatin). Run in CCOCC (Et2O), C1CCOC1 (THF). Run at time 1 hour. Product: OC1(C(NC2=CC=C(C=C12)I)=O)C1=CC=CC=C1 (3-Hydroxy-5-iodo-3-phenyl-1,3-dihydro-indol-2-one). Reaction SMILES: CO[C:3]1[CH:8]=[CH:7][CH:6]=[CH:5][C:4]=1[Mg]Br.[I:11][C:12]1[CH:13]=[C:14]2[C:18](=[CH:19][CH:20]=1)[NH:17][C:16](=[O:21])[C:15]2=[O:22]>CCOCC.C1COCC1>[OH:22][C:15]1([C:3]2[CH:4]=[CH:5][CH:6]=[CH:7][CH:8]=2)[C:14]2[C:18](=[CH:19][CH:20]=[C:12]([I:11])[CH:13]=2)[NH:17][C:16]1=[O:21]. Procedure: A solution of 3M 2-methoxyphenylmagnesium bromide (0.92 mL, 2.747 mmol) in Et2O is added drop wise to a suspension of 5-iodoisatin (300 mg, 1.099 mmol) in THF whilst cooling in ice. The mixture is then stirred at room temperature for 1 hour. The reaction mixture is quenched by adding ammonium chloride solution and extracted several times with ethyl acetate. The combined organic phases are washed several times with water, dried over MgSO4 and concentrated under reduced pressure. The precipitate i... RXN SMILES: Br[CH:2]1[C:7](=[O:8])[CH2:6][CH2:5][CH2:4][C:3]1=O.[CH3:10][NH:11][C:12]([NH2:14])=[S:13]>N1C=CC=CC=1>[CH3:10][NH:11][C:12]1[S:13][C:2]2[C:7](=[O:8])[CH2:6][CH2:5][CH2:4][C:3]=2[N:14]=1. Reactants: BrC1C(CCCC1=O)=O (2-bromo-cyclohexane-1,3-dione), CNC(=S)N (methyl thiourea). Run in N1=CC=CC=C1 (pyridine). Yields the product CNC=1SC2=C(N1)CCCC2=O (2-Methylamino-5,6-dihydro-4H-benzothiazol-7-one). The yield is 42.7%. Procedure: A solution of 2-bromo-cyclohexane-1,3-dione (8.0 g, 41.9 mmol) and methyl thiourea (3.77 g, 41.9 mmol) in pyridine (63 mL) was stirred at room temperature for 16 h. The reaction mixture was concentrated under vacuum, extracted with CH2Cl2 /10% aq NaCl solution, dried, filtered, and concentrated under vacuum. Crystallization from EtOAc afforded the title compound as yellow crystals (3.26 g, 43%): mp 180-182° C. Anal. RP-HPLC: tR 8.4 min (0-60% MeCN, purity 100%). 1H-NMR (CDCl3): δ 7.90 (s, 1H, NH...